Dataset: the Open Reaction Database (ORD), a public repository of structured organic reaction records. Task: describe an organic reaction: reactants, conditions, products, and yield Reactants: N1C=CC2=CC=CC(=C12)C(=O)OC (methyl 7-indolecarboxylate), [H-].[H-].[H-].[H-].[Li+].[Al+3] (LiAlH4), C1CCOC1 (THF). The product is N1C=CC2=CC=CC(=C12)C(=O)OCC (Ethyl Indole-7-carboxylate), N1C=CC2=CC=CC(=C12)CO ((1H-indol-7-yl)-methanol). The yield is 98.0%. Reaction SMILES: [NH:1]1[C:9]2[C:4](=[CH:5][CH:6]=[CH:7][C:8]=2[C:10]([O:12][CH3:13])=[O:11])[CH:3]=[CH:2]1.[H-].[H-].[H-].[H-].[Li+].[Al+3].[CH2:20]1COCC1>>[NH:1]1[C:9]2[C:4](=[CH:5][CH:6]=[CH:7][C:8]=2[C:10]([O:12][CH2:13][CH3:20])=[O:11])[CH:3]=[CH:2]1.[NH:1]1[C:9]2[C:4](=[CH:5][CH:6]=[CH:7][C:8]=2[CH2:10][OH:11])[CH:3]=[CH:2]1 |f:1.2.3.4.5.6|. Procedure details: Ethyl Indole-7-carboxylate was prepared according to literature procedure {Batcho B. and Leimgruber, K., Org. Syn. Vol IIV, page 34-40). To a solution of methyl 7-indolecarboxylate (13 g, 74.2 mmol) in 250 ml of anhydrous THF was added LiAlH4 (10.9 g, 0.288 mol) in portions, and reaction mixture was heated to reflux for 2 h. After cooling to room temperature, the excess hydride was quenched by addition of water (12 mL), 15% NaOH (12 mL) and water (26 mL). The solids were removed by filtration th... RXN SMILES: [CH3:1][O:2][c:3]1[n:4][n:5][c:6](-[c:25]2[cH:26][cH:27][n:28][cH:29][cH:30]2)[cH:7][c:8]1-[c:9]1[nH:10][c:11]2[cH:12][c:13]([CH2:18][N:19]3[CH2:20][CH2:21][CH2:22][CH2:23][CH2:24]3)[cH:14][cH:15][c:16]2[cH:17]1.[CH3:39][C:40](=[O:41])[CH3:42].[O:31]=[C:32]1[N:33]([I:38])[C:34](=[O:35])[CH2:36][CH2:37]1>>[CH3:1][O:2][c:3]1[n:4][n:5][c:6](-[c:25]2[cH:26][cH:27][n:28][cH:29][cH:30]2)[cH:7][c:8]1-[c:9]1[nH:10][c:11]2[cH:12][c:13]([CH2:18][N:19]3[CH2:20][CH2:21][CH2:22][CH2:23][CH2:24]3)[cH:14][cH:15][c:16]2[c:17]1[I:38]. Yields the product COc1nnc(-c2ccncc2)cc1-c1[nH]c2cc(CN3CCCCC3)ccc2c1I. Starting materials: COc1nnc(-c2ccncc2)cc1-c1cc2ccc(CN3CCCCC3)cc2[nH]1, CC(C)=O, O=C1CCC(=O)N1I. The reactants are CS(C)=O, COc1cc(F)ccc1[N+](=O)[O-], [Na+], [OH-], O. The product is COc1cc(O)ccc1[N+](=O)[O-]. RXN SMILES: [CH3:15][S:16]([CH3:17])=[O:18].[F:3][c:4]1[cH:5][c:6]([O:13][CH3:14])[c:7]([N+:10](=[O:11])[O-:12])[cH:8][cH:9]1.[Na+:2].[OH-:1].[OH2:19]>>[OH:1][c:4]1[cH:5][c:6]([O:13][CH3:14])[c:7]([N+:10](=[O:11])[O-:12])[cH:8][cH:9]1. The reactants are IC=1C=NN(C1C)CC(C)(O)C (1-(4-iodo-5-methyl-1H-pyrazol-1-yl)-2-methylpropan-2-ol), C1CCOC1 (THF), C(C)(C)[Mg]Cl (isopropylmagnesium chloride), C1CCOC1 (THF), COB1OC(C(O1)(C)C)(C)C (2-Methoxy-4,4,5,5-tetramethyl-1,3,2-dioxaborolane), [NH4+].[Cl-] (NH4Cl). Conditions: time 8 hour. The product is CC(CN1N=CC(=C1C)B1OC(C(O1)(C)C)(C)C)(C)O (2-Methyl-1-[5-methyl-4-(4,4,5,5-tetramethyl-1,3,2-dioxaborolan-2-yl)-1H-pyrazol-1-yl]propan-2-ol). Reaction SMILES: I[C:2]1[CH:3]=[N:4][N:5]([CH2:8][C:9]([CH3:12])([OH:11])[CH3:10])[C:6]=1[CH3:7].C1COCC1.C([Mg]Cl)(C)C.CO[B:25]1[O:29][C:28]([CH3:31])([CH3:30])[C:27]([CH3:33])([CH3:32])[O:26]1.[NH4+].[Cl-]>>[CH3:10][C:9]([OH:11])([CH3:12])[CH2:8][N:5]1[C:6]([CH3:7])=[C:2]([B:25]2[O:29][C:28]([CH3:31])([CH3:30])[C:27]([CH3:33])([CH3:32])[O:26]2)[CH:3]=[N:4]1 |f:4.5|. Procedure: A solution of 1-(4-iodo-5-methyl-1H-pyrazol-1-yl)-2-methylpropan-2-ol (150.0 mg, 0.5355 mmol) in THF (8 mL, 100 mmol) was added 2 M isopropylmagnesium chloride in THF (0.80 mL, 1.6 mmol) at 0° C., and the reaction was allowed to warm to rt over 30 min. 2-Methoxy-4,4,5,5-tetramethyl-1,3,2-dioxaborolane (0.35 mL, 2.1 mmol) was then added, and the mixture was stirred at rt overnight. Sat. NH4Cl was added to quench, and the organic solvent was removed in vacuo. The material was extracted with DCM an... Starting materials: COc1nnc(-c2ccncc2)cc1-c1[nH]c2cc(CN3CCCCC3)ccc2c1-c1ccccc1, CCO, [Na+], [OH-]. Product: O=c1[nH]nc(-c2ccncc2)cc1-c1[nH]c2cc(CN3CCCCC3)ccc2c1-c1ccccc1. As a reaction SMILES: [CH3:1][O:2][c:3]1[n:4][n:5][c:6](-[c:31]2[cH:32][cH:33][n:34][cH:35][cH:36]2)[cH:7][c:8]1-[c:9]1[nH:10][c:11]2[cH:12][c:13]([CH2:24][N:25]3[CH2:26][CH2:27][CH2:28][CH2:29][CH2:30]3)[cH:14][cH:15][c:16]2[c:17]1-[c:18]1[cH:19][cH:20][cH:21][cH:22][cH:23]1.[CH3:39][CH2:40][OH:41].[Na+:38].[OH-:37]>>[O:2]=[c:3]1[nH:4][n:5][c:6](-[c:31]2[cH:32][cH:33][n:34][cH:35][cH:36]2)[cH:7][c:8]1-[c:9]1[nH:10][c:11]2[cH:12][c:13]([CH2:24][N:25]3[CH2:26][CH2:27][CH2:28][CH2:29][CH2:30]3)[cH:14][cH:15][c:16]2[c:17]1-[c:18]1[cH:19][cH:20][cH:21][cH:22][cH:23]1.